From a dataset of the Open Reaction Database (ORD), a public repository of structured organic reaction records. describe an organic reaction: reactants, conditions, products, and yield The reactants are O=C([O-])[O-], COCCOC, CC1(C)OB(c2ccc3c(c2)C(=O)OC3)OC1(C)C, Cc1ccc(NC(=O)C2(c3ccc4c(c3)OC(F)(F)O4)CC2)nc1Cl, [Na+], [Na+], c1ccc(P(c2ccccc2)(c2ccccc2)[Pd](P(c2ccccc2)(c2ccccc2)c2ccccc2)(P(c2ccccc2)(c2ccccc2)c2ccccc2)P(c2ccccc2)(c2ccccc2)c2ccccc2)cc1. The product is Cc1ccc(NC(=O)C2(c3ccc4c(c3)OC(F)(F)O4)CC2)nc1-c1ccc2c(c1)C(=O)OC2. As a reaction SMILES: [C:45](=[O:46])([O-:47])[O-:48].[CH3:128][O:129][CH2:130][CH2:131][O:132][CH3:133].[CH3:1][C:2]1([CH3:3])[C:4]([CH3:5])([CH3:6])[O:7][B:8]([c:9]2[cH:10][cH:11][c:12]3[c:16]([cH:17]2)[C:15](=[O:18])[O:14][CH2:13]3)[O:19]1.[Cl:20][c:21]1[c:22]([CH3:44])[cH:23][cH:24][c:25]([NH:27][C:28](=[O:29])[C:30]2([c:33]3[cH:34][c:35]4[c:36]([cH:42][cH:43]3)[O:37][C:38]([F:40])([F:41])[O:39]4)[CH2:31][CH2:32]2)[n:26]1.[Na+:49].[Na+:50].[cH:51]1[cH:52][cH:53][c:54]([P:55]([Pd:56]([P:57]([c:58]2[cH:59][cH:60][cH:61][cH:62][cH:63]2)([c:64]2[cH:65][cH:66][cH:67][cH:68][cH:69]2)[c:70]2[cH:71][cH:72][cH:73][cH:74][cH:75]2)([P:76]([c:77]2[cH:78][cH:79][cH:80][cH:81][cH:82]2)([c:83]2[cH:84][cH:85][cH:86][cH:87][cH:88]2)[c:89]2[cH:90][cH:91][cH:92][cH:93][cH:94]2)[P:95]([c:96]2[cH:97][cH:98][cH:99][cH:100][cH:101]2)([c:102]2[cH:103][cH:104][cH:105][cH:106][cH:107]2)[c:108]2[cH:109][cH:110][cH:111][cH:112][cH:113]2)([c:114]2[cH:115][cH:116][cH:117][cH:118][cH:119]2)[c:120]2[cH:121][cH:122][cH:123][cH:124][cH:125]2)[cH:126][cH:127]1>>[c:9]1(-[c:21]2[c:22]([CH3:44])[cH:23][cH:24][c:25]([NH:27][C:28](=[O:29])[C:30]3([c:33]4[cH:34][c:35]5[c:36]([cH:42][cH:43]4)[O:37][C:38]([F:40])([F:41])[O:39]5)[CH2:31][CH2:32]3)[n:26]2)[cH:10][cH:11][c:12]2[c:16]([cH:17]1)[C:15](=[O:18])[O:14][CH2:13]2. Starting materials: C(C1=CC=CC=C1)OC(NC(C)(CC(CCO)O)C)=O (benzyl(4,6-dihydroxy-2-methylhexan-2-yl)carbamate), [H-].[Na+] (sodium hydride), C(C)(=O)O (Acetic acid). The solvent is C1CCOC1 (THF). Conditions: temperature 0 celsius, time 15 minute. The product is OCCC1CC(NC(O1)=O)(C)C (6-(2-hydroxyethyl)-4,4-dimethyl-1,3-oxazinan-2-one). The yield is 78.8%. Reaction SMILES: C([O:8][C:9](=[O:20])[NH:10][C:11]([CH3:19])([CH2:13][CH:14](O)[CH2:15][CH2:16][OH:17])[CH3:12])C1C=CC=CC=1.[H-].[Na+].C(O)(=O)C>C1COCC1>[OH:17][CH2:16][CH2:15][CH:14]1[O:20][C:9](=[O:8])[NH:10][C:11]([CH3:12])([CH3:19])[CH2:13]1 |f:1.2|. Procedure details: To a cold (0° C.) solution of benzyl(4,6-dihydroxy-2-methylhexan-2-yl)carbamate (460 mg, 1.6 mmol) in 30 mL of anhydrous THF was added sodium hydride (60% dispersion in oil, 128 mg, 3.2 mmol). The reaction was stirred at 0° C. for 15 min then allowed to warm to room temperature and stirred for an additional 4 hours. Acetic acid (ca 3.5 mmol) was added and the mixture was concentrated under reduced pressure. The crude residue was purified by column chromatography (5 to 12% methanol in dichloromet...